Dataset: the Open Reaction Database (ORD), a public repository of structured organic reaction records. Task: describe an organic reaction: reactants, conditions, products, and yield Reactants: CS(C)=O, [H-], N#Cc1c([N+](=O)[O-])cccc1[N+](=O)[O-], [Na+], OCCOc1ccccc1. Yields the product N#Cc1c(OCCOc2ccccc2)cccc1[N+](=O)[O-]. Reaction SMILES: [CH3:27][S:28]([CH3:29])=[O:30].[H-:11].[N+:13]([O-:14])(=[O:15])[c:16]1[c:17]([C:18]#[N:19])[c:20]([N+:24](=[O:25])[O-:26])[cH:21][cH:22][cH:23]1.[Na+:12].[O:1]([c:2]1[cH:3][cH:4][cH:5][cH:6][cH:7]1)[CH2:8][CH2:9][OH:10]>>[O:1]([c:2]1[cH:3][cH:4][cH:5][cH:6][cH:7]1)[CH2:8][CH2:9][O:10][c:16]1[c:17]([C:18]#[N:19])[c:20]([N+:24](=[O:25])[O-:26])[cH:21][cH:22][cH:23]1. Reactants: CC(=O)O[BH-](OC(C)=O)OC(C)=O, C=O, CO, CC(C)C1NCCOc2ccc3c(ccn3S(=O)(=O)c3ccccc3)c21, [Na+]. The product is CC(C)C1c2c(ccc3c2ccn3S(=O)(=O)c2ccccc2)OCCN1C. RXN SMILES: [C:29]([O:30][BH-:31]([O:32][C:33](=[O:34])[CH3:35])[O:36][C:37](=[O:38])[CH3:39])(=[O:40])[CH3:41].[CH2:27]=[O:28].[CH3:43][OH:44].[CH:1]([CH3:2])([CH3:3])[CH:4]1[NH:5][CH2:6][CH2:7][O:8][c:9]2[c:10]1[c:11]1[cH:12][cH:13][n:14]([S:18](=[O:19])(=[O:20])[c:21]3[cH:22][cH:23][cH:24][cH:25][cH:26]3)[c:15]1[cH:16][cH:17]2.[Na+:42]>>[CH:1]([CH3:2])([CH3:3])[CH:4]1[N:5]([CH3:29])[CH2:6][CH2:7][O:8][c:9]2[c:10]1[c:11]1[cH:12][cH:13][n:14]([S:18](=[O:19])(=[O:20])[c:21]3[cH:22][cH:23][cH:24][cH:25][cH:26]3)[c:15]1[cH:16][cH:17]2. Starting materials: Cl (HCl), ClC1=CC(=CC=2B(OC(C21)CC(=O)OCC)O)OC(C)C (ethyl 2-(4-chloro-1-hydroxy-6-isopropoxy-1,3-dihydrobenzo[c][1,2]oxaborol-3-yl)acetate), [Li+].[OH-] (LiOH). Solvent: C1CCOC1 (THF), O (H2O). Conditions: time 1.5 hour. Product: ClC1=CC(=CC=2B(OC(C21)CC(=O)O)O)O (2-(4-chloro-1,6-dihydroxy-1,3-dihydrobenzo[c][1,2]oxaborol-3-yl)acetic acid). Reaction SMILES: [Cl:1][C:2]1[C:10]2[CH:9]([CH2:11][C:12]([O:14]CC)=[O:13])[O:8][B:7]([OH:17])[C:6]=2[CH:5]=[C:4]([O:18]C(C)C)[CH:3]=1.[Li+].[OH-].Cl>C1COCC1.O>[Cl:1][C:2]1[C:10]2[CH:9]([CH2:11][C:12]([OH:14])=[O:13])[O:8][B:7]([OH:17])[C:6]=2[CH:5]=[C:4]([OH:18])[CH:3]=1 |f:1.2|. Reported procedure: To a solution of ethyl 2-(4-chloro-1-hydroxy-6-isopropoxy-1,3-dihydrobenzo[c][1,2]oxaborol-3-yl)acetate (200 mg, 0.74 mmol) in 10 mL THF was added LiOH (100 mg, 2.22 mmol) in 5 mL H2O dropwise at 0° C. The mixture was stirred at room temperature for 1.5 h and acidified to pH=5.0 using 1N HCl (8 mL). The resulting mixture was extracted with EtOAc (3×10 mL). The combined organic layers were dried over anhydrous Na2SO4 and concentrated in vacuo. The residue was use directly in next step reaction wi... The reactants are ClCC(=O)N(CCCC=1C=NC=CC1)C1=C(C=CC=C1C)C (2-chloro-N-(2,6-dimethylphenyl)-N-[3-(3-pyridinyl)propyl]acetamide), [Na] (sodium), CC=1NC=CN1 (2-methyl imidazole). Product: CC1=C(C(=CC=C1)C)N(C(CN1C(=NC=C1)C)=O)CCCC=1C=NC=CC1 (N-(2,6-Dimethylphenyl)-2-methyl-N-[3-(3-pyridinyl)propyl]-1H -imidazole-1-acetamide). RXN SMILES: Cl[CH2:2][C:3]([N:5]([C:15]1[C:20]([CH3:21])=[CH:19][CH:18]=[CH:17][C:16]=1[CH3:22])[CH2:6][CH2:7][CH2:8][C:9]1[CH:10]=[N:11][CH:12]=[CH:13][CH:14]=1)=[O:4].[Na].[CH3:24][C:25]1[NH:26][CH:27]=[CH:28][N:29]=1>>[CH3:22][C:16]1[CH:17]=[CH:18][CH:19]=[C:20]([CH3:21])[C:15]=1[N:5]([CH2:6][CH2:7][CH2:8][C:9]1[CH:10]=[N:11][CH:12]=[CH:13][CH:14]=1)[C:3](=[O:4])[CH2:2][N:26]1[CH:27]=[CH:28][N:29]=[C:25]1[CH3:24] |^1:22|. Procedure: This material was prepared in an analogous manner as the previous example from 2.9 g of 2-chloro-N-(2,6-dimethylphenyl)-N-[3-(3-pyridinyl)propyl]acetamide and the sodium salt of 2-methyl imidazole. After filtration through silica gel, the residue (3 g) was crystallized from ethyl acetate-hexane to give 2.1 g of analytically pure free base, mp 89°-90° C. The reactants are C1CCOC1, CCn1c(C(F)(F)F)c(C(=O)O)sc1=O, [Li+], [OH-], O. Product: O=C(O)c1sc(=O)[nH]c1C(F)(F)F. RXN SMILES: [CH2:18]1[O:19][CH2:20][CH2:21][CH2:22]1.[CH2:1]([CH3:2])[n:3]1[c:4](=[O:15])[s:5][c:6]([C:12](=[O:13])[OH:14])[c:7]1[C:8]([F:9])([F:10])[F:11].[Li+:16].[OH-:17].[OH2:23]>>[nH:3]1[c:4](=[O:15])[s:5][c:6]([C:12](=[O:13])[OH:14])[c:7]1[C:8]([F:9])([F:10])[F:11]. The reactants are C1(=CC=CC2=CC=CC=C12)S(=O)(=O)CC=1C=C(C=O)C=CC1[N+](=O)[O-] (3-(naphthalene-1-sulfonylmethyl)-4-nitro-benzaldehyde), CO (methanol). Reagents/catalysts: [Pd] (Pd/C). The solvent is C1CCOC1 (THF). Yields the product NC1=C(C=C(C=O)C=C1)CS(=O)(=O)C1=CC=CC2=CC=CC=C12 (4-Amino-3-(naphthalene-1-sulfonylmethyl)benzaldehyde). Isolated yield 94.9%. Reaction SMILES: [C:1]1([S:11]([CH2:14][C:15]2[CH:16]=[C:17]([CH:20]=[CH:21][C:22]=2[N+:23]([O-])=O)[CH:18]=[O:19])(=[O:13])=[O:12])[C:10]2[C:5](=[CH:6][CH:7]=[CH:8][CH:9]=2)[CH:4]=[CH:3][CH:2]=1.CO>C1COCC1.[Pd]>[NH2:23][C:22]1[CH:21]=[CH:20][C:17]([CH:18]=[O:19])=[CH:16][C:15]=1[CH2:14][S:11]([C:1]1[C:10]2[C:5](=[CH:6][CH:7]=[CH:8][CH:9]=2)[CH:4]=[CH:3][CH:2]=1)(=[O:13])=[O:12]. Reported procedure: A mixture of 3-(naphthalene-1-sulfonylmethyl)-4-nitro-benzaldehyde (2.5 g, 7.22 mmoles) and 10% Pd/C in THF (10 mL), and methanol (20 mL) was hydrogenated in a Parr hydrogenation bottle (250 mL) at 52 lb/in2 overnight. The mixture was filtered through Celite, and the filtrate was concentrated under vacuum to afford the title compound as an off-white solid (2.4 g, 6.85 mmoles). Starting materials: C(C1=CC=CC=C1)(=O)N (benzamide), liquid, N (ammonia), [N+](=O)([O-])C1=CC=C(NC(C2=CC=CC=C2)=O)C=C1 (4'-nitrobenzanilide). The solvent is CO (methanol). Reaction conditions: temperature 120 celsius, time 3 day. Yields the product [N+](=O)([O-])C1=CC=C(N)C=C1 (4-nitroaniline). The yield is 50.0%. RXN SMILES: N.[N+:2]([C:5]1[CH:19]=[CH:18][C:8]([NH:9]C(=O)C2C=CC=CC=2)=[CH:7][CH:6]=1)([O-:4])=[O:3].C(N)(=O)C1C=CC=CC=1>CO>[N+:2]([C:5]1[CH:19]=[CH:18][C:8]([NH2:9])=[CH:7][CH:6]=1)([O-:4])=[O:3]. Procedure details: Approximately 10 ml of liquid ammonia was added rapidly to a solution of 100 mg of 4'-nitrobenzanilide and 50 ml of methanol in a Parr bomb at -50° C. The Parr reactor was stirred at 120° C./300 psi (21.1 kg/cm2) for 3 days. After the reactor was cooled to -50°C., the pressure was released and the reactor was opened. An aliquot was taken out for HPLC analysis which revealed a 50% yield of 4-nitroaniline and benzamide. The remainder of the material was unreacted.